From a dataset of the Open Reaction Database (ORD), a public repository of structured organic reaction records. describe an organic reaction: reactants, conditions, products, and yield Reactants: ClC1=CC=C2C(=N1)C=CN2S(=O)(=O)C2=CC=CC=C2 (5-chloro-1-(phenylsulfonyl)-1H-pyrrolo[3,2-b]pyridine), Cl (HCl), ClC(=O)OCC (ethyl chloroformate), C(CCC)[Li] (n-Butyllithium), hexanes, C(C)(C)NC(C)C (N,N-diisopropylamine). Solvent: C1CCOC1 (THF), C1CCOC1 (THF). Reaction conditions: temperature 0 celsius, time 2 hour. The product is ClC1=CC=C2C(=N1)C=C(N2S(=O)(=O)C2=CC=CC=C2)C(=O)OCC (ethyl 5-chloro-1-(phenylsulfonyl)-1H-pyrrolo[3,2-b]pyridine-2-carboxylate). RXN SMILES: C([Li])CCC.C(NC(C)C)(C)C.[Cl:13][C:14]1[N:19]=[C:18]2[CH:20]=[CH:21][N:22]([S:23]([C:26]3[CH:31]=[CH:30][CH:29]=[CH:28][CH:27]=3)(=[O:25])=[O:24])[C:17]2=[CH:16][CH:15]=1.Cl[C:33]([O:35][CH2:36][CH3:37])=[O:34].Cl>C1COCC1>[Cl:13][C:14]1[N:19]=[C:18]2[CH:20]=[C:21]([C:33]([O:35][CH2:36][CH3:37])=[O:34])[N:22]([S:23]([C:26]3[CH:31]=[CH:30][CH:29]=[CH:28][CH:27]=3)(=[O:25])=[O:24])[C:17]2=[CH:16][CH:15]=1. Reported procedure: 1.6 M n-Butyllithium in hexanes (9.6 mL, 15 mmol) was added dropwise to a solution of N,N-diisopropylamine (2.3 mL, 16 mmol) in THF (43 mL) at −78° C. Following complete addition, the temperature of the reaction was raised to 0° C. for 30 minutes and then was re-cooled to −78° C. 5-Chloro-1-(phenylsulfonyl)-1H-pyrrolo[3,2-b]pyridine (3.00 g, 10.2 mmol, from Example 2, Step 1) in THF (8 mL) was added dropwise and the reaction was stirred for 1 hour, at which time ethyl chloroformate (1.4 mL, 14 m... Starting materials: O (water), CC1=C(C=CC=C1)C(C)=O (ortho-methylacetophenone), BrBr (bromine). Solvent: C(C)(=O)O (acetic acid), C(C)(=O)O (acetic acid). Run at time 90 minute. Yields the product CC1=C(C=CC=C1)C(=O)CBr (Bromomethyl 2-methylphenyl ketone). Yield: 92.5%. Reaction SMILES: [CH3:1][C:2]1[CH:7]=[CH:6][CH:5]=[CH:4][C:3]=1[C:8](=[O:10])[CH3:9].[Br:11]Br.O>C(O)(=O)C>[CH3:1][C:2]1[CH:7]=[CH:6][CH:5]=[CH:4][C:3]=1[C:8]([CH2:9][Br:11])=[O:10]. Procedure details: A solution of 13.42 g of ortho-methylacetophenone in 15 ml of acetic acid was treated with 15.98 g of bromine in 15 ml acetic acid. After being kept at ca 100° C. for 90 minutes, the mixture was poured into 300 ml water and extracted with ether. Removal of solvent from the dried (MgSO4) extract provided 19.70 g of residual oil, which by GLC was 75% pure. This crude product was used without further purification. The reactants are O=C([O-])[O-], C1CNCCN1, CCCCCO, COc1cccnc1Cl, [K+], [K+]. Product: COc1cccnc1N1CCNCC1. Reaction SMILES: [C:16](=[O:17])([O-:18])[O-:19].[CH2:10]1[CH2:11][NH:12][CH2:13][CH2:14][NH:15]1.[CH2:22]([OH:23])[CH2:24][CH2:25][CH2:26][CH3:27].[Cl:1][c:2]1[n:3][cH:4][cH:5][cH:6][c:7]1[O:8][CH3:9].[K+:20].[K+:21]>>[c:2]1([N:12]2[CH2:11][CH2:10][NH:15][CH2:14][CH2:13]2)[n:3][cH:4][cH:5][cH:6][c:7]1[O:8][CH3:9].